The task is: describe an organic reaction: reactants, conditions, products, and yield. This data is from the Open Reaction Database (ORD), a public repository of structured organic reaction records. The reactants are CN1C=CN2C1=NC(NC2=O)=O (8-methyl-8H-imidazo[1,2-a][1,3,5]triazine-2,4-dione), C(C)(=O)OCC (ethyl acetate), BrCCCBr (1,3-dibromopropane), [H-].[Na+] (sodium hydride), O (Water). The solvent is CN(C=O)C (N,N-dimethylformamide). Conditions: time 14 hour. The product is BrCCCN1C(N=C2N(C1=O)C=CN2C)=O (3-(3-Bromopropyl)-8-methyl-8H-imidazo[1,2-a][1,3,5]triazine-2,4-dione). As a reaction SMILES: [CH3:1][N:2]1[C:6]2=[N:7][C:8](=[O:12])[NH:9][C:10](=[O:11])[N:5]2[CH:4]=[CH:3]1.[H-].[Na+].O.C(OCC)(=O)C.[Br:22][CH2:23][CH2:24][CH2:25]Br>CN(C)C=O>[Br:22][CH2:23][CH2:24][CH2:25][N:9]1[C:10](=[O:11])[N:5]2[CH:4]=[CH:3][N:2]([CH3:1])[C:6]2=[N:7][C:8]1=[O:12] |f:1.2|. Procedure details: After suspending 8-methyl-8H-imidazo[1,2-a][1,3,5]triazine-2,4-dione (CAS 67464-13-5) (100 mg) in N,N-dimethylformamide (2 ml), 1,3-dibromopropane (0.18 ml) and sodium hydride (60% in oil) (27 mg) were added and the mixture was stirred at room temperature for 14 hours. Water was added to the reaction mixture, and extraction was performed with ethyl acetate. The organic layer was washed with water and brine in that order and then dried over anhydrous magnesium sulfate. After filtration, the solve...